The task is: describe an organic reaction: reactants, conditions, products, and yield. This data is from the Open Reaction Database (ORD), a public repository of structured organic reaction records. Reactants: COc1ccc2oc(C(C)NC(C)=O)nc2c1, CC(C)OC(C)C. Yields the product CC(=O)NC(C)c1nc2cc(O)ccc2o1. Reaction SMILES: [CH3:1][O:2][c:3]1[cH:4][cH:5][c:6]2[c:7]([n:8][c:9]([CH:11]([CH3:12])[NH:13][C:14]([CH3:15])=[O:16])[o:10]2)[cH:17]1.[CH:18]([O:19][CH:20]([CH3:21])[CH3:22])([CH3:23])[CH3:24]>>[OH:2][c:3]1[cH:4][cH:5][c:6]2[c:7]([n:8][c:9]([CH:11]([CH3:12])[NH:13][C:14]([CH3:15])=[O:16])[o:10]2)[cH:17]1.